Dataset: the Open Reaction Database (ORD), a public repository of structured organic reaction records. Task: describe an organic reaction: reactants, conditions, products, and yield The reactants are CO, [Na+], C1CCOC1, [OH-], COC(=O)c1ccc(NC(=O)Cc2ccc3c(c2)CCC(NS(=O)(=O)c2cccs2)C3)cc1. The product is O=C(Cc1ccc2c(c1)CCC(NS(=O)(=O)c1cccs1)C2)Nc1ccc(C(=O)O)cc1. RXN SMILES: [CH3:34][OH:35].[Na+:37].[O:38]1[CH2:39][CH2:40][CH2:41][CH2:42]1.[OH-:36].[s:1]1[c:2]([S:6](=[O:7])(=[O:8])[NH:9][CH:10]2[CH2:11][c:12]3[cH:13][cH:14][c:15]([CH2:20][C:21](=[O:22])[NH:23][c:24]4[cH:25][cH:26][c:27]([C:28](=[O:29])[O:30][CH3:31])[cH:32][cH:33]4)[cH:16][c:17]3[CH2:18][CH2:19]2)[cH:3][cH:4][cH:5]1>>[s:1]1[c:2]([S:6](=[O:7])(=[O:8])[NH:9][CH:10]2[CH2:11][c:12]3[cH:13][cH:14][c:15]([CH2:20][C:21](=[O:22])[NH:23][c:24]4[cH:25][cH:26][c:27]([C:28](=[O:29])[OH:30])[cH:32][cH:33]4)[cH:16][c:17]3[CH2:18][CH2:19]2)[cH:3][cH:4][cH:5]1.